Task: describe an organic reaction: reactants, conditions, products, and yield. Dataset: the Open Reaction Database (ORD), a public repository of structured organic reaction records Starting materials: C(C)(=O)O[C@H]1[C@H](OC(C)=O)[C@H](OC(C)=O)[C@H](O1)COC(C)=O (1,2,3,5-tetra-O-acetyl-β-D-ribofuranose), C([O-])(O)=O.[Na+] (sodium bicarbonate), FC(S(=O)(=O)O[Si](C)(C)C)(F)F (trimethylsilyl trifluoromethanesulphonate), C1(=CC=CC=C1)C(CNC1=C2N=CNC2=NC(=N1)C(=O)OCC)C1=CC=CC=C1 (ethyl 6-[(2,2-diphenylethyl)amino]-9H-purine-2-carboxylate), resultant mixture, CN1CCOCC1 (4-methylmorpholine). Solvent: COCCOC (1,2-dimethoxyethane), C(C)(=O)OCC (ethyl acetate), COCCOC (1,2-dimethoxyethane). Run at temperature 55 celsius. Yields the product C(C)C1=NC(=C2N=CN(C2=N1)[C@@H]1O[C@@H]([C@H]([C@H]1OC(C)=O)OC(C)=O)COC(C)=O)NCC(C1=CC=CC=C1)C1=CC=CC=C1.N1=C(N=C2NC=NC2=C1)C(=O)[O-] (Ethyl 9-{(2R,3R,4R,5R)-3,4-bis(acetyloxy)-5-[(acetyloxy)methyl]tetrahydro-2-furanyl}-6-[(2,2-diphenylethyl)amino]-9H-purine 9H-purine-2-carboxylate). RXN SMILES: [C:1]1([CH:7]([C:24]2[CH:29]=[CH:28][CH:27]=[CH:26][CH:25]=2)[CH2:8][NH:9][C:10]2[N:18]=[C:17]([C:19]([O:21]CC)=[O:20])[N:16]=[C:15]3[C:11]=2[N:12]=[CH:13][NH:14]3)[CH:6]=[CH:5][CH:4]=[CH:3][CH:2]=1.CN1CCO[CH2:33][CH2:32]1.FC(F)(F)S(O[Si](C)(C)C)(=O)=O.C(O[C@@H:53]1[O:65][C@H:64]([CH2:66][O:67][C:68](=[O:70])[CH3:69])[C@@H:59]([O:60][C:61](=[O:63])[CH3:62])[C@H:54]1[O:55][C:56](=[O:58])[CH3:57])(=O)C.C(=O)(O)[O-].[Na+]>COCCOC.C(OCC)(=O)C>[CH2:32]([C:17]1[N:16]=[C:15]2[C:11]([N:12]=[CH:13][N:14]2[C@H:53]2[C@H:54]([O:55][C:56](=[O:58])[CH3:57])[C@H:59]([O:60][C:61](=[O:63])[CH3:62])[C@@H:64]([CH2:66][O:67][C:68](=[O:70])[CH3:69])[O:65]2)=[C:10]([NH:9][CH2:8][CH:7]([C:24]2[CH:25]=[CH:26][CH:27]=[CH:28][CH:29]=2)[C:1]2[CH:6]=[CH:5][CH:4]=[CH:3][CH:2]=2)[N:18]=1)[CH3:33].[N:18]1[CH:10]=[C:11]2[C:15]([NH:14][CH:13]=[N:12]2)=[N:16][C:17]=1[C:19]([O-:21])=[O:20] |f:4.5,8.9|. Reported procedure: To a suspension of ethyl 6-[(2,2-diphenylethyl)amino]-9H-purine-2-carboxylate (Preparation 63) (40.0 g, 0.103 moles) in anhydrous 1,2-dimethoxyethane (240 ml) under an atmosphere of nitrogen was added 4-methylmorpholine (11.5 g, 12.5 ml, 0.114 moles) and the resultant mixture was heated to 45° C. with stirring. To this mixture was then added trimethylsilyl trifluoromethanesulphonate (27.5 g, 22.4 ml, 0.124 moles) over a period of 10 minutes. The resultant orange solution was then heated to 55° C... Starting materials: CO, COC(=O)c1cc2ccc([N+](=O)[O-])cc2cn1. The product is COC(=O)c1cc2ccc(N)cc2cn1. RXN SMILES: [CH3:18][OH:19].[CH3:1][O:2][C:3](=[O:4])[c:5]1[n:6][cH:7][c:8]2[cH:9][c:10]([N+:15]([O-:16])=[O:17])[cH:11][cH:12][c:13]2[cH:14]1>>[CH3:1][O:2][C:3](=[O:4])[c:5]1[n:6][cH:7][c:8]2[cH:9][c:10]([NH2:15])[cH:11][cH:12][c:13]2[cH:14]1. Starting materials: B, B, C1CCOC1, CSC, CC(C(=O)O)c1ccc([N+](=O)[O-])cc1. Yields the product CC(CO)c1ccc([N+](=O)[O-])cc1. As a reaction SMILES: [BH3:18].[BH3:19].[CH2:20]1[O:21][CH2:22][CH2:23][CH2:24]1.[CH3:15][S:16][CH3:17].[N+:1](=[O:2])([O-:3])[c:4]1[cH:5][cH:6][c:7]([CH:10]([C:11](=[O:12])[OH:13])[CH3:14])[cH:8][cH:9]1>>[N+:1](=[O:2])([O-:3])[c:4]1[cH:5][cH:6][c:7]([CH:10]([CH2:11][OH:12])[CH3:14])[cH:8][cH:9]1. Starting materials: O1CCCC1 (tetrahydrofuran), CC(CN1CC(C(C1)C1=CC=C(C=C1)C(C)(C)C)C)C(CC(C)(C)C)C (1-(2,3,5,5-tetramethylhexyl)-3-methyl-4-(p-tert-butyl-phenyl)-pyrrolidine), solution, CBr (methyl bromide). Run in C(C)#N (acetonitrile). Reaction conditions: time 8 hour. Product: [Br-].C[N+]1(CC(C(C1)C1=CC=C(C=C1)C(C)(C)C)C)CC(C(CC(C)(C)C)C)C (1-methyl-1-(2,3,5,5-tetramethylhexyl)-3-methyl-4-(-p-tert-butylphenyl)-pyrrolidinium bromide). As a reaction SMILES: O1CCC[CH2:2]1.[CH3:6][CH:7]([CH:25]([CH3:31])[CH2:26][C:27]([CH3:30])([CH3:29])[CH3:28])[CH2:8][N:9]1[CH2:13][CH:12]([C:14]2[CH:19]=[CH:18][C:17]([C:20]([CH3:23])([CH3:22])[CH3:21])=[CH:16][CH:15]=2)[CH:11]([CH3:24])[CH2:10]1.C[Br:33]>C(#N)C>[Br-:33].[CH3:2][N+:9]1([CH2:8][CH:7]([CH3:6])[CH:25]([CH3:31])[CH2:26][C:27]([CH3:28])([CH3:30])[CH3:29])[CH2:13][CH:12]([C:14]2[CH:19]=[CH:18][C:17]([C:20]([CH3:21])([CH3:22])[CH3:23])=[CH:16][CH:15]=2)[CH:11]([CH3:24])[CH2:10]1 |f:4.5|. Reported procedure: 30 g of tetrahydrofuran are added to 40 g of 1-(2,3,5,5-tetramethylhexyl)-3-methyl-4-(p-tert-butyl-phenyl)-pyrrolidine. For the formation of the quaternary salt, 40 g of a solution of methyl bromide in acetonitrile (20% strength) are added. When the mixture stands overnight, the quaternary salt crystallizes out. Filtration with suction gives 20.5 g of product of melting point 250° C. At 270° C., pronounced discoloration occurs. Starting materials: CCOC(C)=O, ClCCl, Cl, CN(CC(=O)OCC1CN(c2ccc3cc(-c4ccccc4C(F)(F)F)[nH]c(=O)c3c2)C(=O)O1)C(=O)OC(C)(C)C. Yields the product Cl, CNCC(=O)OCC1CN(c2ccc3cc(-c4ccccc4C(F)(F)F)[nH]c(=O)c3c2)C(=O)O1. Reaction SMILES: [C:1]([O:2][CH2:3][CH3:4])(=[O:5])[CH3:6].[CH2:49]([Cl:50])[Cl:51].[ClH:7].[O:8]=[C:9]1[O:10][CH:11]([CH2:35][O:36][C:37]([CH2:38][N:39]([CH3:40])[C:41]([O:42][C:43]([CH3:44])([CH3:45])[CH3:46])=[O:47])=[O:48])[CH2:12][N:13]1[c:14]1[cH:15][cH:16][c:17]2[cH:18][c:19](-[c:25]3[c:26]([C:31]([F:32])([F:33])[F:34])[cH:27][cH:28][cH:29][cH:30]3)[nH:20][c:21](=[O:24])[c:22]2[cH:23]1>>[ClH:7].[O:8]=[C:9]1[O:10][CH:11]([CH2:35][O:36][C:37]([CH2:38][NH:39][CH3:40])=[O:48])[CH2:12][N:13]1[c:14]1[cH:15][cH:16][c:17]2[cH:18][c:19](-[c:25]3[c:26]([C:31]([F:32])([F:33])[F:34])[cH:27][cH:28][cH:29][cH:30]3)[nH:20][c:21](=[O:24])[c:22]2[cH:23]1. Reactants: C1CCOC1, CC(C)O, COC(=O)CCc1cc2cc(-c3noc(-c4cnc(OC(C)C)c(Cl)c4)n3)ccc2n1C, Cl, [Na+], [OH-], O. The product is CC(C)Oc1ncc(-c2nc(-c3ccc4c(c3)cc(CCC(=O)O)n4C)no2)cc1Cl. As a reaction SMILES: [CH2:36]1[O:37][CH2:38][CH2:39][CH2:40]1.[CH:41]([OH:42])([CH3:43])[CH3:44].[Cl:3][c:4]1[cH:5][c:6](-[c:14]2[n:15][c:16](-[c:19]3[cH:20][c:21]4[cH:22][c:23]([CH2:29][CH2:30][C:31](=[O:32])[O:33][CH3:34])[n:24]([CH3:28])[c:25]4[cH:26][cH:27]3)[n:17][o:18]2)[cH:7][n:8][c:9]1[O:10][CH:11]([CH3:12])[CH3:13].[ClH:35].[Na+:2].[OH-:1].[OH2:45]>>[Cl:3][c:4]1[cH:5][c:6](-[c:14]2[n:15][c:16](-[c:19]3[cH:20][c:21]4[cH:22][c:23]([CH2:29][CH2:30][C:31](=[O:32])[OH:33])[n:24]([CH3:28])[c:25]4[cH:26][cH:27]3)[n:17][o:18]2)[cH:7][n:8][c:9]1[O:10][CH:11]([CH3:12])[CH3:13]. The reactants are BrC1=CC=2C3=C(C=NC2C=C1)N(C(N3C=3C(=NN(C3)C)C)=O)C (8-bromo-1-(1,3-dimethyl-1H-pyrazol-4-yl)-3-methyl-1,3-dihydro-imidazo[4,5-c]quinolin-2-one), BrC1=CC=2C3=C(C=NC2C=C1)N(C(N3C=3C(=NN(C3)C)C)=O)C (8-bromo-1-(1,3-dimethyl-1H-pyrazol-4-yl)-3-methyl-1,3-dihydro-imidazo[4,5-c]quinolin-2-one), CS(=O)(=O)NC=1C=C(C=CC1)B(O)O (3-(Methanesulfonylamino)phenylboronic acid). The product is CN1N=C(C(=C1)N1C(N(C=2C=NC=3C=CC(=CC3C21)C=2C=C(C=CC2)NS(=O)(=O)C)C)=O)C (N-{3-[1-(1,3-Dimethyl-1H-pyrazol-4-yl)-3-methyl-2-oxo-2,3-dihydro-1H-imidazo[4,5-c]quinolin-8-yl]-phenyl}-methanesulfonamide). Reaction SMILES: Br[C:2]1[CH:11]=[CH:10][C:9]2[N:8]=[CH:7][C:6]3[N:12]([CH3:23])[C:13](=[O:22])[N:14]([C:15]4[C:16]([CH3:21])=[N:17][N:18]([CH3:20])[CH:19]=4)[C:5]=3[C:4]=2[CH:3]=1.[CH3:24][S:25]([NH:28][C:29]1[CH:30]=[C:31](B(O)O)[CH:32]=[CH:33][CH:34]=1)(=[O:27])=[O:26]>>[CH3:20][N:18]1[CH:19]=[C:15]([N:14]2[C:5]3[C:4]4[CH:3]=[C:2]([C:33]5[CH:34]=[C:29]([NH:28][S:25]([CH3:24])(=[O:26])=[O:27])[CH:30]=[CH:31][CH:32]=5)[CH:11]=[CH:10][C:9]=4[N:8]=[CH:7][C:6]=3[N:12]([CH3:23])[C:13]2=[O:22])[C:16]([CH3:21])=[N:17]1. Procedure: The title compound was synthesized in a similar manner as described for Example 1.1 using 8-bromo-1-(1,3-dimethyl-1H-pyrazol-4-yl)-3-methyl-1,3-dihydro-imidazo[4,5-c]quinolin-2-one (Intermediate A, 40 mg, 0.106 mmol) and 3-(Methanesulfonylamino)phenylboronic acid (ABCR, Karlsruhe, Germany, 28 mg, 0.126 mmol) to give the title compound as a white solid. (HPLC: tR 2.46 min (Method A); M+H=463 MS-ES; 1H-NMR (d6-DMSO, 400 MHz) 9.88 (s, 1H), 8.97 (s, 1H), 8.12-8.10 (m, 2H), 7.82-7.79 (m, 1H), 7.56-7....